This data is from the Open Reaction Database (ORD), a public repository of structured organic reaction records. The task is: describe an organic reaction: reactants, conditions, products, and yield Starting materials: O (water), C1CCC2=NCCCN2CC1 (DBU), CC1(OB(OC1(C)C)C1=CC=C(C=C1)CCN)C (2-[4-(4,4,5,5-tetramethyl-[1,3,2]dioxaborolan-2-yl)-phenyl]-ethylamine), C(C)(C)S(=O)(=O)Cl (isopropylsulfonylchloride). The solvent is ClCCl (dichloromethane). Run at time 10 minute. Yields the product CC1(OB(OC1(C)C)C1=CC=C(C=C1)CCNS(=O)(=O)C(C)C)C (propane-2-sulfonic acid{2-[4-(4,4,5,5-tetramethyl-[1,3,2]dioxaborolan-2-yl)-phenyl]-ethyl}-amide). Reaction SMILES: C1CCN2C(=NCCC2)CC1.[CH3:12][C:13]1([CH3:29])[C:17]([CH3:19])([CH3:18])[O:16][B:15]([C:20]2[CH:25]=[CH:24][C:23]([CH2:26][CH2:27][NH2:28])=[CH:22][CH:21]=2)[O:14]1.[CH:30]([S:33](Cl)(=[O:35])=[O:34])([CH3:32])[CH3:31].O>ClCCl>[CH3:19][C:17]1([CH3:18])[C:13]([CH3:29])([CH3:12])[O:14][B:15]([C:20]2[CH:25]=[CH:24][C:23]([CH2:26][CH2:27][NH:28][S:33]([CH:30]([CH3:32])[CH3:31])(=[O:35])=[O:34])=[CH:22][CH:21]=2)[O:16]1. Procedure details: Add DBU (0.79 mL, 5.3 mmol) to 2-[4-(4,4,5,5-tetramethyl-[1,3,2]dioxaborolan-2-yl)-phenyl]-ethylamine (0.5 g, 1.8 mmol, can be prepared from 4-bromophenyl acetonitrile) in dichloromethane and stir at room temperature. After 10 minutes, cool to 0° C. and add isopropylsulfonylchloride (0.22 mL, 1.95 mmol). After 30 minutes, allow to warm to room temperature. After 3 hours, pour into water and extract with dichloromethane. Wash the combined organics with 1N HCl, water, and brine, dry over magnesium...